Task: describe an organic reaction: reactants, conditions, products, and yield. Dataset: the Open Reaction Database (ORD), a public repository of structured organic reaction records Starting materials: NS(=O)(=O)c1cccc(Br)c1, Cc1cc(-c2ccc(C(F)(F)F)cc2)nc(-c2cccc(B(O)O)c2)c1. The product is Cc1cc(-c2ccc(C(F)(F)F)cc2)nc(-c2cccc(-c3cccc(S(N)(=O)=O)c3)c2)c1. As a reaction SMILES: [Br:27][c:28]1[cH:29][c:30]([S:34](=[O:35])(=[O:36])[NH2:37])[cH:31][cH:32][cH:33]1.[CH3:1][c:2]1[cH:3][c:4](-[c:18]2[cH:19][c:20]([B:24]([OH:25])[OH:26])[cH:21][cH:22][cH:23]2)[n:5][c:6](-[c:8]2[cH:9][cH:10][c:11]([C:14]([F:15])([F:16])[F:17])[cH:12][cH:13]2)[cH:7]1>>[CH3:1][c:2]1[cH:3][c:4](-[c:18]2[cH:19][c:20](-[c:28]3[cH:29][c:30]([S:34](=[O:35])(=[O:36])[NH2:37])[cH:31][cH:32][cH:33]3)[cH:21][cH:22][cH:23]2)[n:5][c:6](-[c:8]2[cH:9][cH:10][c:11]([C:14]([F:15])([F:16])[F:17])[cH:12][cH:13]2)[cH:7]1. Starting materials: CN(C)c1cccc([N+](=O)[O-])c1, CC(=O)[O-], CN(C)C=O, CC(C)=O, [Na+], O, O=P(Cl)(Cl)Cl. The product is CN(C)c1ccc(C=O)c([N+](=O)[O-])c1. RXN SMILES: [CH3:10][N:11]([c:12]1[cH:13][c:14]([N+:18](=[O:19])[O-:20])[cH:15][cH:16][cH:17]1)[CH3:21].[CH3:23][C:24](=[O:25])[O-:26].[CH3:28][N:29]([CH3:30])[CH:31]=[O:32].[CH3:6][C:7](=[O:8])[CH3:9].[Na+:22].[OH2:27].[P:1]([Cl:2])([Cl:3])([Cl:4])=[O:5]>>[CH:7](=[O:8])[c:15]1[c:14]([N+:18](=[O:19])[O-:20])[cH:13][c:12]([N:11]([CH3:10])[CH3:21])[cH:17][cH:16]1. Starting materials: CCN(CC)C(=O)COc1ccc(C(=O)CCl)cc1, O=C(Cl)CCl, CCOC(=O)C(C)Oc1ccccc1. The product is CCOC(=O)C(C)Oc1ccc(C(=O)CCl)cc1. Reaction SMILES: [CH2:20]([N:21]([CH2:22][CH3:23])[C:24](=[O:25])[CH2:26][O:27][c:28]1[cH:29][cH:30][c:31]([C:32](=[O:33])[CH2:34][Cl:35])[cH:36][cH:37]1)[CH3:38].[Cl:15][CH2:16][C:17](=[O:18])[Cl:19].[O:1]([c:2]1[cH:3][cH:4][cH:5][cH:6][cH:7]1)[CH:8]([C:9](=[O:10])[O:11][CH2:12][CH3:13])[CH3:14]>>[O:1]([c:2]1[cH:3][cH:4][c:5]([C:17]([CH2:16][Cl:15])=[O:18])[cH:6][cH:7]1)[CH:8]([C:9](=[O:10])[O:11][CH2:12][CH3:13])[CH3:14]. Reactants: BrC1=CC=C(N)C=C1 (4-Bromoaniline), S(=O)(=O)([O-])[O-].[Mg+2] (magnesium sulfate), II (iodine), C=1(O)C(O)=CC=CC1 (catechol), CC(=O)C (acetone). Reaction conditions: time 8 hour. Yields the product BrC=1C=C2C(=CC(NC2=CC1)(C)C)C (6-bromo-2,2,4-trimethyl-1,2-dihydroquinoline). Isolated yield 27.0%. As a reaction SMILES: [Br:1][C:2]1[CH:8]=[CH:7][C:5]([NH2:6])=[CH:4][CH:3]=1.S([O-])([O-])(=O)=O.[Mg+2].II.C1([C:19](=[CH:21][CH:22]=[CH:23][CH:24]=1)O)O.[CH3:25]C(C)=O>>[Br:1][C:2]1[CH:8]=[C:7]2[C:5](=[CH:4][CH:3]=1)[NH:6][C:23]([CH3:24])([CH3:25])[CH:22]=[C:21]2[CH3:19] |f:1.2|. Reported procedure: 4-Bromoaniline (50 g, 0.290 mol), magnesium sulfate (250 g, 2 mol), iodine (2.5 g, 0.01 mol) and catechol (2.24 g, 0.020 mol) were combined in acetone (750 mL) in a sealed-tube reaction flask. The reaction vessel was placed in a pre-equilibrated oil bath set at 125° C. and stirred overnight. The reaction mixture was then cooled to room temperature, filtered over a pad of diatomaceous earth, and concentrated in vacuo. Chromatography on silica gel provided 6-bromo-2,2,4-trimethyl-1,2-dihydroquinol... Reactants: CCc1c(OCc2ccc(F)cc2F)ncn(-c2cc(C(=O)OC)ccc2C)c1=O, [Na+], C1COCCO1, [OH-], O=C(O)CC(O)(CC(=O)O)C(=O)O. Product: CCc1c(OCc2ccc(F)cc2F)ncn(-c2cc(C(=O)O)ccc2C)c1=O. As a reaction SMILES: [F:1][c:2]1[c:3]([CH2:4][O:5][c:6]2[n:7][cH:8][n:9](-[c:15]3[cH:16][c:17]([C:18](=[O:19])[O:20][CH3:21])[cH:22][cH:23][c:24]3[CH3:25])[c:10](=[O:14])[c:11]2[CH2:12][CH3:13])[cH:26][cH:27][c:28]([F:30])[cH:29]1.[Na+:32].[O:46]1[CH2:47][CH2:48][O:49][CH2:50][CH2:51]1.[OH-:31].[OH:33][C:34]([CH2:35][C:36]([C:37](=[O:38])[OH:39])([CH2:40][C:41](=[O:42])[OH:43])[OH:44])=[O:45]>>[F:1][c:2]1[c:3]([CH2:4][O:5][c:6]2[n:7][cH:8][n:9](-[c:15]3[cH:16][c:17]([C:18](=[O:19])[OH:20])[cH:22][cH:23][c:24]3[CH3:25])[c:10](=[O:14])[c:11]2[CH2:12][CH3:13])[cH:26][cH:27][c:28]([F:30])[cH:29]1. Starting materials: COc1cc(C=CC(=O)O)cc(OC)c1OC(C)=O, CN(C)C=O, C1CCOC1, Clc1ncco1. The product is COc1cc(C=CC(=O)O)cc(OC)c1OC(C)=O, [Cl-]. RXN SMILES: [C:1]([CH3:2])(=[O:3])[O:4][c:5]1[c:6]([O:18][CH3:19])[cH:7][c:8]([CH:9]=[CH:10][C:11](=[O:12])[OH:13])[cH:14][c:15]1[O:16][CH3:17].[CH3:20][N:21]([CH3:22])[CH:23]=[O:24].[O:31]1[CH2:32][CH2:33][CH2:34][CH2:35]1.[o:25]1[cH:26][cH:27][n:28][c:29]1[Cl:30]>>[C:1]([CH3:2])(=[O:3])[O:4][c:5]1[c:6]([O:18][CH3:19])[cH:7][c:8]([CH:9]=[CH:10][C:11](=[O:12])[OH:13])[cH:14][c:15]1[O:16][CH3:17].[Cl-:30]. Reactants: FC1=CC=C(CCN2CCC(CC2)N2CCC3=CC=C(C=C23)C=NO)C=C1 (1-[1-(4-fluorophenethyl)piperidin-4-yl]-6-hydroxyiminomethylindoline), [H-].[Al+3].[Li+].[H-].[H-].[H-] (lithium aluminum hydride), aqueous solution, [OH-].[Na+] (sodium hydroxide), O (water), ice water, O (water), resultant mixture. Run in O1CCCC1 (tetrahydrofuran). Product: FC1=CC=C(CCN2CCC(CC2)N2CCC3=CC=C(C=C23)CN)C=C1 (1-[1-(4-fluorophenethyl)piperidin-4-yl]-6-aminomethylindoline). Reaction SMILES: [F:1][C:2]1[CH:27]=[CH:26][C:5]([CH2:6][CH2:7][N:8]2[CH2:13][CH2:12][CH:11]([N:14]3[C:22]4[C:17](=[CH:18][CH:19]=[C:20]([CH:23]=[N:24]O)[CH:21]=4)[CH2:16][CH2:15]3)[CH2:10][CH2:9]2)=[CH:4][CH:3]=1.[H-].[Al+3].[Li+].[H-].[H-].[H-].O.[OH-].[Na+]>O1CCCC1>[F:1][C:2]1[CH:27]=[CH:26][C:5]([CH2:6][CH2:7][N:8]2[CH2:9][CH2:10][CH:11]([N:14]3[C:22]4[C:17](=[CH:18][CH:19]=[C:20]([CH2:23][NH2:24])[CH:21]=4)[CH2:16][CH2:15]3)[CH2:12][CH2:13]2)=[CH:4][CH:3]=1 |f:1.2.3.4.5.6,8.9|. Procedure: Under ice cooling and stirring, 1-[1-(4-fluorophenethyl)piperidin-4-yl]-6-hydroxyiminomethylindoline (31 g) was added in portions to a suspension of lithium aluminum hydride (8.0 g) in tetrahydrofuran (500 ml) and then the resultant mixture was heated under reflux for 3 hr. Under cooling with ice water, water (8 ml), a 5 N aqueous solution (24 ml) of sodium hydroxide and further water (8 ml) were carefully added dropwise to the reaction solution followed by vigorous stirring. The resulting preci... Starting materials: NOC1CCN(C2(c3ccc(OC(F)(F)F)cc3)CC2)CC1, O=C=Nc1ccc(F)cc1, C1CCOC1. The product is O=C(NOC1CCN(C2(c3ccc(OC(F)(F)F)cc3)CC2)CC1)Nc1ccc(F)cc1. Reaction SMILES: [F:11][C:12]([O:13][c:14]1[cH:15][cH:16][c:17]([C:20]2([N:23]3[CH2:24][CH2:25][CH:26]([O:29][NH2:30])[CH2:27][CH2:28]3)[CH2:21][CH2:22]2)[cH:18][cH:19]1)([F:31])[F:32].[F:1][c:2]1[cH:3][cH:4][c:5]([N:8]=[C:9]=[O:10])[cH:6][cH:7]1.[O:33]1[CH2:34][CH2:35][CH2:36][CH2:37]1>>[F:1][c:2]1[cH:3][cH:4][c:5]([NH:8][C:9](=[O:10])[NH:30][O:29][CH:26]2[CH2:25][CH2:24][N:23]([C:20]3([c:17]4[cH:16][cH:15][c:14]([O:13][C:12]([F:11])([F:31])[F:32])[cH:19][cH:18]4)[CH2:21][CH2:22]3)[CH2:28][CH2:27]2)[cH:6][cH:7]1. Starting materials: C(C)(C)(C)OC(CNC(=O)C=1C=NC(=C(C1)C1=CC(=C(C=C1)Cl)Cl)OCC(F)(F)F)=O ({[5-(3,4-dichloro-phenyl)-6-(2,2,2-trifluoro-ethoxy)-pyridine-3-carbonyl]-amino}-acetic acid tert-butyl ester), C(C)(=O)OCC (ethyl acetate). Run in FC(C(=O)O)(F)F (trifluoroacetic acid), C1(=CC=CC=C1)C (toluene), CCCCCCC (heptane). Product: ClC=1C=C(C=CC1Cl)C=1C=C(C=NC1OCC(F)(F)F)C(=O)NCC(=O)O ({[5-(3,4-dichloro-phenyl)-6-(2,2,2-trifluoro-ethoxy)-pyridine-3-carbonyl]-amino}-acetic acid). Isolated yield 98.3%. As a reaction SMILES: C([O:5][C:6](=[O:31])[CH2:7][NH:8][C:9]([C:11]1[CH:12]=[N:13][C:14]([O:25][CH2:26][C:27]([F:30])([F:29])[F:28])=[C:15]([C:17]2[CH:22]=[CH:21][C:20]([Cl:23])=[C:19]([Cl:24])[CH:18]=2)[CH:16]=1)=[O:10])(C)(C)C.C(OCC)(=O)C>FC(F)(F)C(O)=O.C1(C)C=CC=CC=1.CCCCCCC>[Cl:24][C:19]1[CH:18]=[C:17]([C:15]2[CH:16]=[C:11]([C:9]([NH:8][CH2:7][C:6]([OH:31])=[O:5])=[O:10])[CH:12]=[N:13][C:14]=2[O:25][CH2:26][C:27]([F:30])([F:28])[F:29])[CH:22]=[CH:21][C:20]=1[Cl:23]. Procedure details: A solution of 4.00 g {[5-(3,4-dichloro-phenyl)-6-(2,2,2-trifluoro-ethoxy)-pyridine-3-carbonyl]-amino}-acetic acid tert-butyl ester in 20 ml trifluoroacetic acid was kept at ambient temperature for 30 min. The solvent was evaporated and the residue was dried under high vacuum. The residue was taken up in toluene and the solvent was evaporated to leave a semi solid residue. The residue was taken up in toluene and dichloromethane and the solvents were evaporated to leave a crystalline residue which...